Dataset: the Open Reaction Database (ORD), a public repository of structured organic reaction records. Task: describe an organic reaction: reactants, conditions, products, and yield Starting materials: COC(=O)c1sc(-c2cccc(NC3CCNCC3)c2)c(Br)c1OCC(=O)OC(C)(C)C, ClCCl, O=C(O)C(F)(F)F. The product is COC(=O)c1sc(-c2cccc(NC3CCNCC3)c2)c(Br)c1OCC(=O)O. Reaction SMILES: [CH3:1][O:2][C:3](=[O:4])[c:5]1[s:6][c:7](-[c:20]2[cH:21][c:22]([NH:26][CH:27]3[CH2:28][CH2:29][NH:30][CH2:31][CH2:32]3)[cH:23][cH:24][cH:25]2)[c:8]([Br:19])[c:9]1[O:10][CH2:11][C:12](=[O:13])[O:14][C:15]([CH3:16])([CH3:17])[CH3:18].[Cl:40][CH2:41][Cl:42].[F:33][C:34]([F:35])([F:36])[C:37]([OH:38])=[O:39]>>[CH3:1][O:2][C:3](=[O:4])[c:5]1[s:6][c:7](-[c:20]2[cH:21][c:22]([NH:26][CH:27]3[CH2:28][CH2:29][NH:30][CH2:31][CH2:32]3)[cH:23][cH:24][cH:25]2)[c:8]([Br:19])[c:9]1[O:10][CH2:11][C:12](=[O:13])[OH:14]. Starting materials: CC(=O)C(C)(C)C(C)(C)Cl, C1CCC(NC2CCCCC2)CC1, ClCCl, O, O=S(=O)(Cl)Cl. Yields the product CC(C)(Cl)C(C)(C)C(=O)CCl. Reaction SMILES: [CH3:1][C:2]([C:3]([CH3:4])=[O:5])([C:6]([CH3:7])([Cl:8])[CH3:9])[CH3:10].[CH:20]1([NH:21][CH:22]2[CH2:23][CH2:24][CH2:25][CH2:26][CH2:27]2)[CH2:28][CH2:29][CH2:30][CH2:31][CH2:32]1.[Cl:17][CH2:18][Cl:19].[OH2:16].[S:11]([Cl:12])(=[O:13])([Cl:14])=[O:15]>>[CH3:1][C:2]([C:3]([CH2:4][Cl:14])=[O:5])([C:6]([CH3:7])([Cl:8])[CH3:9])[CH3:10]. Reactants: OC(C(=O)OCC(OC1=CC=CC=C1)=O)CCCC (2-Oxo-2-phenoxyethyl 2-hydroxycaproate), quartz. The reagents and catalysts are Catalyst A. Run in O1CCCC1 (tetrahydrofuran). Reaction conditions: temperature 300 celsius, time 1.83 second. The product is C(CCC)C1C(OCC(O1)=O)=O (3-butyl-1, 4-dioxane-2,5-dione). Reaction SMILES: OC(CCCC)[C:3]([O:5][CH2:6][C:7](=[O:15])[O:8][C:9]1[CH:14]=[CH:13][CH:12]=[CH:11]C=1)=[O:4]>O1CCCC1>[CH2:14]([CH:9]1[O:8][C:7](=[O:15])[CH2:6][O:5][C:3]1=[O:4])[CH2:13][CH2:12][CH3:11]. Procedure details: Experiment 4. 2-Oxo-2-phenoxyethyl 2-hydroxycaproate (240 mL of a 10% w/v solution in tetrahydrofuran at 10 mL/hr) and nitrogen (300 mL/min) were passed through a 23-mm I.D. quartz tube containing 5 mL of coarsely crushed quartz on top of 15 mL of Catalyst A heated to 300° C. Contact time and WWH were 1.83 s and 0 28 hr-1 respectively. Conversion and selectivity, determined by integration of NMR spectra, were 100% and 80%, respectively. The column effluent was rotovaped, phenol was removed by di... The reactants are O=C1Nc2ccccc2C(c2ccccc2)N1C1CCN(CC2CCCCC2)CC1, [H-], CCCCI, [Na+], CN(C)C=O, O. Yields the product CCCCN1C(=O)N(C2CCN(CC3CCCCC3)CC2)C(c2ccccc2)c2ccccc21. RXN SMILES: [CH:1]1([CH2:7][N:8]2[CH2:9][CH2:10][CH:11]([N:14]3[C:15](=[O:30])[NH:16][c:17]4[cH:18][cH:19][cH:20][cH:21][c:22]4[CH:23]3[c:24]3[cH:25][cH:26][cH:27][cH:28][cH:29]3)[CH2:12][CH2:13]2)[CH2:2][CH2:3][CH2:4][CH2:5][CH2:6]1.[H-:31].[I:33][CH2:34][CH2:35][CH2:36][CH3:37].[Na+:32].[O:39]=[CH:40][N:41]([CH3:42])[CH3:43].[OH2:38]>>[CH:1]1([CH2:7][N:8]2[CH2:9][CH2:10][CH:11]([N:14]3[C:15](=[O:30])[N:16]([CH2:34][CH2:35][CH2:36][CH3:37])[c:17]4[cH:18][cH:19][cH:20][cH:21][c:22]4[CH:23]3[c:24]3[cH:25][cH:26][cH:27][cH:28][cH:29]3)[CH2:12][CH2:13]2)[CH2:2][CH2:3][CH2:4][CH2:5][CH2:6]1. The reactants are C(C)(C)(C)C=1C=C2C=NN(C(C2=C(C1)F)=O)C1=C(COC(C)=O)C(=CC=C1)B1OC(C(O1)(C)C)(C)C (acetic acid 2-(6-tert-butyl-8-fluoro-1-oxo-1H-phthalazin-2-yl)-6-(4,4,5,5-tetramethyl[1,3,2]dioxaborolan-2-yl)-benzyl ester), BrC=1N=C(C=2N(C1)C=CN2)NC2=CC=C(C=C2)C(=O)N2CCOCC2 ([4-(6-bromo-imidazo[1,2-a]pyrazin-8-ylamino)-phenyl]-morpholin-4-yl-methanone), C(=O)([O-])[O-].[K+].[K+] (K2CO3), CC(C)C1=CC(=C(C(=C1)C(C)C)C2=C(C=CC=C2)P(C3CCCCC3)C4CCCCC4)C(C)C (X-Phos). Reagents/catalysts: C=1C=CC(=CC1)/C=C/C(=O)/C=C/C2=CC=CC=C2.C=1C=CC(=CC1)/C=C/C(=O)/C=C/C2=CC=CC=C2.C=1C=CC(=CC1)/C=C/C(=O)/C=C/C2=CC=CC=C2.[Pd].[Pd] (Pd2(dba)3). Run in O1CCOCC1 (dioxane), O (water). Yields the product C(C)(C)(C)C=1C=C2C=NN(C(C2=C(C1)F)=O)C1=C(COC(C)=O)C(=CC=C1)C=1N=C(C=2N(C1)C=CN2)NC2=CC=C(C=C2)C(=O)N2CCOCC2 (acetic acid 2-(6-tert-butyl-8-fluoro-1-oxo-1H-phthalazin-2-yl)-6-{8-[4-(morpholine-4-carbonyl)-phenylamino]-imidazo[1,2-a]pyrazin-6-yl}-benzyl ester). The yield is 92.8%. As a reaction SMILES: [C:1]([C:5]1[CH:6]=[C:7]2[C:12](=[C:13]([F:15])[CH:14]=1)[C:11](=[O:16])[N:10]([C:17]1[CH:27]=[CH:26][CH:25]=[C:24](B3OC(C)(C)C(C)(C)O3)[C:18]=1[CH2:19][O:20][C:21](=[O:23])[CH3:22])[N:9]=[CH:8]2)([CH3:4])([CH3:3])[CH3:2].Br[C:38]1[N:39]=[C:40]([NH:47][C:48]2[CH:53]=[CH:52][C:51]([C:54]([N:56]3[CH2:61][CH2:60][O:59][CH2:58][CH2:57]3)=[O:55])=[CH:50][CH:49]=2)[C:41]2[N:42]([CH:44]=[CH:45][N:46]=2)[CH:43]=1.C([O-])([O-])=O.[K+].[K+].CC(C1C=C(C(C)C)C(C2C=CC=CC=2P(C2CCCCC2)C2CCCCC2)=C(C(C)C)C=1)C>O1CCOCC1.O.C1C=CC(/C=C/C(/C=C/C2C=CC=CC=2)=O)=CC=1.C1C=CC(/C=C/C(/C=C/C2C=CC=CC=2)=O)=CC=1.C1C=CC(/C=C/C(/C=C/C2C=CC=CC=2)=O)=CC=1.[Pd].[Pd]>[C:1]([C:5]1[CH:6]=[C:7]2[C:12](=[C:13]([F:15])[CH:14]=1)[C:11](=[O:16])[N:10]([C:17]1[CH:27]=[CH:26][CH:25]=[C:24]([C:38]3[N:39]=[C:40]([NH:47][C:48]4[CH:49]=[CH:50][C:51]([C:54]([N:56]5[CH2:61][CH2:60][O:59][CH2:58][CH2:57]5)=[O:55])=[CH:52][CH:53]=4)[C:41]4[N:42]([CH:44]=[CH:45][N:46]=4)[CH:43]=3)[C:18]=1[CH2:19][O:20][C:21](=[O:23])[CH3:22])[N:9]=[CH:8]2)([CH3:2])([CH3:3])[CH3:4] |f:2.3.4,8.9.10.11.12|. Procedure details: A solution of acetic acid 2-(6-tert-butyl-8-fluoro-1-oxo-1H-phthalazin-2-yl)-6-(4,4,5,5-tetramethyl[1,3,2]dioxaborolan-2-yl)-benzyl ester (491.3 mg, 1 mmol), [4-(6-bromo-imidazo[1,2-a]pyrazin-8-ylamino)-phenyl]-morpholin-4-yl-methanone (200 mg, 0.5 mmol), K2CO3 (137 mg, 1 mmol), Pd2(dba)3 (45.4 mg, 0.05 mmol) and X-Phos (94.5 mg, 0.2 mmol) in 30 mL dioxane and 10 mL water was stirred at 90° C. overnight. The crude reaction mixture was filtered. The filtrate was evaporated and the resulting resid... Starting materials: CC1=CC=C(C=C1)OC2=CC=CC(=C2)C (3,4'-dimethyldiphenyl ether), C(C)(=O)OCCOC(C)=O (ethylene diacetate). Yields the product CC1=CC2=C(OC3=C2C=CC(=C3)C)C=C1 (2,7-dimethyldibenzofuran). Reaction SMILES: [CH3:1][C:2]1[CH:7]=[CH:6][C:5]([O:8][C:9]2[CH:14]=[C:13]([CH3:15])[CH:12]=[CH:11][CH:10]=2)=[CH:4][CH:3]=1.C(OCCOC(=O)C)(=O)C>>[CH3:1][C:2]1[CH:3]=[CH:4][C:5]2[O:8][C:9]3[CH:14]=[C:13]([CH3:15])[CH:12]=[CH:11][C:10]=3[C:6]=2[CH:7]=1. Reported procedure: By treating 3,4'-dimethyldiphenyl ether under the same conditions as in Example 6 except that 5 ml of ethylene diacetate was added, 2.7 g (14 m. moles) of 2,7-dimethyldibenzofuran and 0.27 g (0.69 m. mole) of the dimer were obtained. The obtained 2,7-dimethyldibenzofuran melted at 82°-83° C. and was in the form of white needle crystals. The reactants are C(C)C=1C2=CON=C2C=C(C1)[N+](=O)[O-] (4-ethyl-6-nitro anthranil), C([O-])([O-])=O.[K+].[K+] (potassium carbonate), C(C)O (ethanol). Product: C(C)OC(C1=C(C=C(C=C1CC)[N+](=O)[O-])N)=O (ethyl-2-amino-6-ethyl-4-nitrobenzoate). RXN SMILES: [CH2:1]([C:3]1[C:4]2[C:8]([CH:9]=[C:10]([N+:12]([O-:14])=[O:13])[CH:11]=1)=[N:7][O:6][CH:5]=2)[CH3:2].C(=O)([O-])[O-].[K+].[K+].[CH2:21]([OH:23])[CH3:22]>>[CH2:21]([O:23][C:5](=[O:6])[C:4]1[C:3]([CH2:1][CH3:2])=[CH:11][C:10]([N+:12]([O-:14])=[O:13])=[CH:9][C:8]=1[NH2:7])[CH3:22] |f:1.2.3|. Procedure: 4-ethyl-6-nitro anthranil (2 g) was refluxed for three hours in ethanol with potassium carbonate. The reaction mixture was cooled, filtered and evaporated to a dark oily solid which was dissolved in ethyl acetate and dried. The residue was re-dissolved in methylene chloride and columned on silica gel using 15% ethyl acetate-petroleum ether. The residue from the filtrate was recrystallized from methylene chloride-petroleum ether to give 1.9 g ethyl-2-amino-6-ethyl-4-nitrobenzoate, m.p. 68°-70° C.... Run in CC(=O)C (acetone). Starting materials: 7b, OC1=CC(=C(C=C1CCC)OC)OC (1-hydroxy-6-propyl-3,4-dimethoxybenzene), BrCC#CC (1-bromo-2-butyne), C([O-])([O-])=O.[K+].[K+] (potassium carbonate). As a reaction SMILES: [OH:1][C:2]1[C:7]([CH2:8][CH2:9][CH3:10])=[CH:6][C:5]([O:11][CH3:12])=[C:4]([O:13][CH3:14])[CH:3]=1.Br[CH2:16][C:17]#[C:18][CH3:19].C(=O)([O-])[O-].[K+].[K+]>CC(C)=O>[CH2:16]([O:1][C:2]1[C:7]([CH2:8][CH2:9][CH3:10])=[CH:6][C:5]([O:11][CH3:12])=[C:4]([O:13][CH3:14])[CH:3]=1)[C:17]#[C:18][CH3:19] |f:2.3.4|. Yields the product C(C#CC)OC1=CC(=C(C=C1CCC)OC)OC (1-(but-2-ynyloxy)-6-propyl-3,4-dimethoxybenzene). Reported procedure: Following the same procedure as in Example 7a) and 7b), 3.92 g (0.02 moles) of 1-hydroxy-6-propyl-3,4-dimethoxybenzene were reacted with 2.66 g (0.02 moles) of 1-bromo-2-butyne and 2.8 g (0.02 moles) of anhydrous potassium carbonate in 20 ml of acetone.